describe an organic reaction: reactants, conditions, products, and yield From a dataset of the Open Reaction Database (ORD), a public repository of structured organic reaction records. The reactants are [H-].[Na+] (sodium hydride), N1N=CN=C1 (1,2,4-triazole), BrCC1=CC=C(C#N)C=C1 (4-(bromomethyl)benzonitrile), [H][H] (hydrogen). Solvent: CN(C=O)C (N,N-dimethylformamide), O (water). Run at time 2 hour. Yields the product N1N=C(N=C1)CC1=CC=C(C#N)C=C1 (4-[1-(1,2,4-triazolyl)methyl]benzonitrile). Isolated yield 67.5%. Reaction SMILES: [NH:1]1[CH:5]=[N:4][CH:3]=[N:2]1.[H-].[Na+].[H][H].Br[CH2:11][C:12]1[CH:19]=[CH:18][C:15]([C:16]#[N:17])=[CH:14][CH:13]=1>CN(C)C=O.O>[NH:1]1[CH:5]=[N:4][C:3]([CH2:11][C:12]2[CH:19]=[CH:18][C:15]([C:16]#[N:17])=[CH:14][CH:13]=2)=[N:2]1 |f:1.2|. Reported procedure: 23.5 g of 1,2,4-triazole is combined under cooling in 250 ml of N,N-dimethylformamide in incremental portions with 14.15 g of sodium hydride, 60% in oil, and stirred at 25° for 1 hour until hydrogen release has ceased. To this solution is added 50 g of 4-(bromomethyl)benzonitrile in two portions under ice cooling at 5°, and the mixture is stirred for 2 hours at 25°. For working up purposes, 200 ml of water is added under ice cooling, the mixture is stirred for 1 hour, extracted with ethyl acetat... Reactants: C1[C@H]2[C@@H]1C(C=C1CC[C@H]3[C@@H]4CCC([C@@]4(C)CC[C@@H]3[C@@]21C)=O)=O (1α,2α-methylene-4-androstene-3,17-dione), [BH4-].[Na+] (sodium borohydride), P(=O)(O)(O)[O-].[Na+] (sodium dihydrogen phosphate). Run in C(C)O (ethanol). The product is O[C@@H]1[C@]2(C)[C@@H](CC1)[C@@H]1CCC3=CC([C@H]4[C@@H]([C@]3(C)[C@H]1CC2)C4)=O (17β-hydroxy-1α,2α-methylene-4-androsten-3-one). As a reaction SMILES: [CH2:1]1[C@H:3]2[C:4](=[O:22])[CH:5]=[C:6]3[C@:19]([CH3:20])([C@@H:2]12)[C@@H:18]1[C@H:9]([C@H:10]2[C@@:14]([CH2:16][CH2:17]1)([CH3:15])[C:13](=[O:21])[CH2:12][CH2:11]2)[CH2:8][CH2:7]3.[BH4-].[Na+].P([O-])(O)(O)=O.[Na+]>C(O)C>[OH:21][C@H:13]1[CH2:12][CH2:11][C@H:10]2[C@H:9]3[C@H:18]([CH2:17][CH2:16][C@:14]12[CH3:15])[C@:19]1([CH3:20])[C:6](=[CH:5][C:4](=[O:22])[C@@H:3]2[CH2:1][C@@H:2]21)[CH2:7][CH2:8]3 |f:1.2,3.4|. Procedure details: 3.2 g. of 1α,2α-methylene-4-androstene-3,17-dione is dissolved in 50 ml. of absolute ethanol, cooled to 0° C., and mixed with 0.5 g. of sodium borohydride in incremental portions. After a reaction period of 3 hours with ice cooling. The mixture is stirred into 50 ml. of semisaturated sodium dihydrogen phosphate solution. The thus-precipitated product is filtered off and washed with water. After recrystallization from ethanol, 1.95 g. of 17β-hydroxy-1α,2α-methylene-4-androsten-3-one is obtained a... Starting materials: ClCCl (dichloromethane), COC(CO)C (2-methoxypropan-1-ol), N1=CC=CC=C1 (pyridine), C1(=CC=C(C=C1)S(=O)(=O)Cl)C (p-toluenesulfonyl chloride). The solvent is CCCCCCC.C(C)(=O)OCC (n-heptane ethyl acetate), C(C)(=O)OCC (ethyl acetate), O (water). Yields the product CC1=CC=C(C=C1)S(=O)(=O)OCC(C)OC (2-Methoxypropyl 4-methylbenzenesulfonate). Isolated yield 71.9%. Reaction SMILES: ClCCl.[CH3:4][O:5][CH:6]([CH3:9])[CH2:7][OH:8].N1C=CC=CC=1.[C:16]1([CH3:26])[CH:21]=[CH:20][C:19]([S:22](Cl)(=[O:24])=[O:23])=[CH:18][CH:17]=1>CCCCCCC.C(OCC)(=O)C.C(OCC)(=O)C.O>[CH3:26][C:16]1[CH:21]=[CH:20][C:19]([S:22]([O:8][CH2:7][CH:6]([O:5][CH3:4])[CH3:9])(=[O:24])=[O:23])=[CH:18][CH:17]=1 |f:4.5|. Reported procedure: To dichloromethane (30 mL) mixture of 2-methoxypropan-1-ol (1.6 g, 17.8 mmol) and pyridine (20.0 mL), was added p-toluenesulfonyl chloride (4.07 g, 21.4 mmol) while stirring on ice, and the mixture was stirred at room temperature for five hours. To the mixture, were added water and ethyl acetate. After thoroughly shaking the mixture, the organic layer was separated, and the organic layer was washed with brine and dried over anhydrous magnesium sulfate. The mixture was filtered, and the solvent i... Reactants: ClC(Cl)(Cl)Cl, CC(Cl)Cl, NC(=O)c1cccnc1F, c1ccc(P(c2ccccc2)c2ccccc2)cc1. Yields the product N#Cc1cccnc1F. Reaction SMILES: [C:34]([Cl:35])([Cl:36])([Cl:37])[Cl:38].[Cl:30][CH:31]([Cl:32])[CH3:33].[F:20][c:21]1[c:22]([C:23](=[O:24])[NH2:25])[cH:26][cH:27][cH:28][n:29]1.[c:1]1([P:2]([c:3]2[cH:4][cH:5][cH:6][cH:7][cH:8]2)[c:9]2[cH:10][cH:11][cH:12][cH:13][cH:14]2)[cH:15][cH:16][cH:17][cH:18][cH:19]1>>[F:20][c:21]1[c:22]([C:23]#[N:25])[cH:26][cH:27][cH:28][n:29]1.